The task is: describe an organic reaction: reactants, conditions, products, and yield. This data is from the Open Reaction Database (ORD), a public repository of structured organic reaction records. Starting materials: ClC=1C=C(C=CC1F)C1=CN=C2N1C=CC(=C2F)C(C)(C)O (2-[3-(3-Chloro-4-fluorophenyl)-8-fluoroimidazo[1,2-α]pyridin-7-yl]-propan-2-ol), ClC=1C(=C(C=CC1)B(O)O)F (3-chloro-2-fluorobenzeneboronic acid). Yields the product ClC=1C(=C(C=CC1)C1=C(C=CC(=C1)C1=CN=C2N1C=CC(=C2F)C(C)(C)O)F)F (2-[3-(3′-chloro-2,2′-difluorobiphenyl-5-yl)-8-fluoroimidazo[1,2-α]pyridin-7-yl]propan-2-ol). The yield is 3.0%. As a reaction SMILES: Cl[C:2]1[CH:3]=[C:4]([C:9]2[N:13]3[CH:14]=[CH:15][C:16]([C:19]([OH:22])([CH3:21])[CH3:20])=[C:17]([F:18])[C:12]3=[N:11][CH:10]=2)[CH:5]=[CH:6][C:7]=1[F:8].[Cl:23][C:24]1[C:25]([F:33])=[C:26](B(O)O)[CH:27]=[CH:28][CH:29]=1>>[Cl:23][C:24]1[C:25]([F:33])=[C:26]([C:2]2[CH:3]=[C:4]([C:9]3[N:13]4[CH:14]=[CH:15][C:16]([C:19]([OH:22])([CH3:21])[CH3:20])=[C:17]([F:18])[C:12]4=[N:11][CH:10]=3)[CH:5]=[CH:6][C:7]=2[F:8])[CH:27]=[CH:28][CH:29]=1. Procedure: 2-[3-(3-Chloro-4-fluorophenyl)-8-fluoroimidazo[1,2-α]pyridin-7-yl]-propan-2-ol and 3-chloro-2-fluorobenzeneboronic acid were coupled in the same way as in Example 30 to give 2-[3-(3′-chloro-2,2′-difluorobiphenyl-5-yl)-8-fluoroimidazo[1,2-α]pyridin-7-yl]propan-2-ol as an off-white solid (5 mg, 3%): m/z (ES+) 417 [MH+]. Starting materials: C1(=CC=CC=C1)B(O)O (Phenylboronic acid), [F-].[K+] (potassium fluoride), ClC1=NC(=CC(=C1)C(=O)OC)OCC1=CC=CC=C1 (methyl 2-chloro-6-benzyloxypyridine-4-carboxylate). The reagents and catalysts are CC(=O)[O-].CC(=O)[O-].[Pd+2] (Pd(OAc)2). Run in C1CCOC1 (THF). Run at temperature 50 celsius, time 8 hour. Product: C1(=CC=CC=C1)C1=NC(=CC(=C1)C(=O)OC)OCC1=CC=CC=C1 (Methyl 2-phenyl-6-benzyloxypyridine-4-carboxylate). Reaction SMILES: [C:1]1(B(O)O)[CH:6]=[CH:5][CH:4]=[CH:3][CH:2]=1.[F-].[K+].Cl[C:13]1[CH:18]=[C:17]([C:19]([O:21][CH3:22])=[O:20])[CH:16]=[C:15]([O:23][CH2:24][C:25]2[CH:30]=[CH:29][CH:28]=[CH:27][CH:26]=2)[N:14]=1>CC([O-])=O.CC([O-])=O.[Pd+2].C1COCC1>[C:1]1([C:13]2[CH:18]=[C:17]([C:19]([O:21][CH3:22])=[O:20])[CH:16]=[C:15]([O:23][CH2:24][C:25]3[CH:26]=[CH:27][CH:28]=[CH:29][CH:30]=3)[N:14]=2)[CH:6]=[CH:5][CH:4]=[CH:3][CH:2]=1 |f:1.2,4.5.6|. Procedure: Phenylboronic acid (3.4 g), Pd(OAc)2 (528 mg), tBu2-P-Ph-Ph (1.4 g) and potassium fluoride (4.1 g) were added in that order to a THF (200 mL) solution of methyl 2-chloro-6-benzyloxypyridine-4-carboxylate (6.5 g), and stirred overnight at 50° C. The reaction liquid was filtered through Celite, and concentrated under reduced pressure. The residue was purified through silica gel column chromatography (hexane/ethyl acetate) to obtain the title compound as a yellow oil. Starting materials: C(C)(C)(C)[Si](OCCCC=1SC=CC1)(C)C (tert-butyldimethyl(3-(thiophen-2-yl)propoxy)silane), C(CCC)[Li] (n-butyllithium), Cl (hydrochloric acid), CN(C=O)C (Dimethylformamide). Solvent: O1CCCC1.CN(P(=O)(N(C)C)N(C)C)C (tetrahydrofuran hexamethylphosphoramide). Run at temperature -78 celsius, time 1 hour. Yields the product [Si](C)(C)(C(C)(C)C)OCCCC1=CC=C(S1)C=O (5-(3-((t-butyldimethylsilyl)oxy)propyl)thiophene-2-carbaldehyde). RXN SMILES: [C:1]([Si:5]([CH3:16])([CH3:15])[O:6][CH2:7][CH2:8][CH2:9][C:10]1[S:11][CH:12]=[CH:13][CH:14]=1)([CH3:4])([CH3:3])[CH3:2].C([Li])CCC.CN(C)[CH:24]=[O:25].Cl>O1CCCC1.CN(C)P(N(C)C)(N(C)C)=O>[Si:5]([O:6][CH2:7][CH2:8][CH2:9][C:10]1[S:11][C:12]([CH:24]=[O:25])=[CH:13][CH:14]=1)([C:1]([CH3:2])([CH3:4])[CH3:3])([CH3:15])[CH3:16] |f:4.5|. Reported procedure: To a solution of tert-butyldimethyl(3-(thiophen-2-yl)propoxy)silane (787 mg, 3.07 mmol) in 15 mL 9:1 tetrahydrofuran/hexamethylphosphoramide under argon at −78° C. was added n-butyllithium (1.35 mL, 2.5 M in hexanes) dropwise over 5 minutes. The resulting solution was stirred at −78° C. for 1 h. Dimethylformamide (1.18 mL, 15.35 mmol) was added dropwise and the reaction mixture was allowed to warm to room temperature before being poured into 100 mL of 1 N hydrochloric acid. Organics were extract... As a reaction SMILES: [C:1]1([N:7]2[C:19](=O)[C:18]3[C:17]4[CH:16]=[CH:15][CH:14]=[CH:13][C:12]=4[NH:11][CH2:10][C:9]=3[NH:8]2)[CH:6]=[CH:5][CH:4]=[CH:3][CH:2]=1.CN(C)CCN(C)C.C([Li])CCC.[CH:34]1([CH2:40][CH:41]=[O:42])[CH2:39][CH2:38][CH2:37][CH2:36][CH2:35]1.[O:43]1CCCC1>C(#N)C>[CH:34]1([CH2:40][CH:41]([C:19]2[N:7]([C:1]3[CH:6]=[CH:5][CH:4]=[CH:3][CH:2]=3)[N:8]=[C:9]3[C:18]=2[C:17]2[CH:16]=[CH:15][CH:14]=[CH:13][C:12]=2[NH:11][C:10]3=[O:43])[OH:42])[CH2:39][CH2:38][CH2:37][CH2:36][CH2:35]1. Procedure: 2-Phenyl-2,5-dihydro-4H-pyrazolo[3,4-c]quinoline-one (4.7 g, 17.9 mmol) was combined with N,N,N′,N′-tetramethylethylenediamine (12 mL), and tetrahydrofuran (200 mL) under an atmosphere of nitrogen. The mixture was chilled to 0° C. A solution of n-butyllithium in hexanes (19 mL of 2.5 M) was added dropwise. After the addition was complete the reaction mixture was stirred for 5 minutes at 0° C. and then cooled to −78° C. To the cooled solution was added cyclohexylacetaldehyde (12 g, 35 mmol). The ... Run at temperature 0 celsius, time 5 minute. The solvent is C(C)#N (acetonitrile), hexanes, C(C)#N (acetonitrile). Yields the product C1(CCCCC1)CC(O)C=1N(N=C2C(NC=3C=CC=CC3C21)=O)C2=CC=CC=C2 (1-(2-cyclohexyl-1-hydroxyethyl)-2-phenyl-2,5-dihydro-4H-pyrazolo[3,4-c]quinolin-4-one). Reactants: C1(=CC=CC=C1)N1NC=2CNC=3C=CC=CC3C2C1=O (2-Phenyl-2,5-dihydro-4H-pyrazolo[3,4-c]quinoline-one), C(CCC)[Li] (n-butyllithium), CN(CCN(C)C)C (N,N,N′,N′-tetramethylethylenediamine), O1CCCC1 (tetrahydrofuran), C1(CCCCC1)CC=O (cyclohexylacetaldehyde). Starting materials: CS(=O)(=O)OCCC1(CN(CC1)C(C1=C(C=CC=C1OC)OC)=O)C1=CC(=C(C=C1)Cl)Cl (2-[1-(2,6-Dimethoxy-benzoyl)-3-(3,4-dichloro-phenyl)-pyrrolidin-3-yl]-ethyl methanesulfonate), C1(=CC=CC=C1)N1CNC(C12CCNCC2)=O (1-phenyl-1,3,8-triaza-spiro[4.5]decan-4-one), C([O-])([O-])=O.[K+].[K+] (potassium carbonate). Solvent: C1CCOC1.O (THF H2O). The product is ClC=1C=C(C=CC1Cl)C1(CN(CC1)C(C1=C(C=CC=C1OC)OC)=O)CCN1CCC2(C(NCN2C2=CC=CC=C2)=O)CC1 (8-[2-[3-(3,4-dichloro-phenyl)-1-(2,6-dimethoxy-benzoyl)-pyrrolidin-3-yl]-ethyl]-1-phenyl-1,3,8-triaza-spiro[4.5]decane-4-one). Isolated yield 47.2%. Reaction SMILES: CS(O[CH2:6][CH2:7][C:8]1([C:25]2[CH:30]=[CH:29][C:28]([Cl:31])=[C:27]([Cl:32])[CH:26]=2)[CH2:12][CH2:11][N:10]([C:13](=[O:24])[C:14]2[C:19]([O:20][CH3:21])=[CH:18][CH:17]=[CH:16][C:15]=2[O:22][CH3:23])[CH2:9]1)(=O)=O.[C:33]1([N:39]2[C:43]3([CH2:48][CH2:47][NH:46][CH2:45][CH2:44]3)[C:42](=[O:49])[NH:41][CH2:40]2)[CH:38]=[CH:37][CH:36]=[CH:35][CH:34]=1.C(=O)([O-])[O-].[K+].[K+]>C1COCC1.O>[Cl:32][C:27]1[CH:26]=[C:25]([C:8]2([CH2:7][CH2:6][N:46]3[CH2:45][CH2:44][C:43]4([N:39]([C:33]5[CH:34]=[CH:35][CH:36]=[CH:37][CH:38]=5)[CH2:40][NH:41][C:42]4=[O:49])[CH2:48][CH2:47]3)[CH2:12][CH2:11][N:10]([C:13](=[O:24])[C:14]3[C:15]([O:22][CH3:23])=[CH:16][CH:17]=[CH:18][C:19]=3[O:20][CH3:21])[CH2:9]2)[CH:30]=[CH:29][C:28]=1[Cl:31] |f:2.3.4,5.6|. Reported procedure: 2-[1-(2,6-Dimethoxy-benzoyl)-3-(3,4-dichloro-phenyl)-pyrrolidin-3-yl]-ethyl methanesulfonate (200 mg, 0,398 mmol), and 1-phenyl-1,3,8-triaza-spiro[4.5]decan-4-one (100 mg, 0.432 mmol) were dissolved in THF/H2O (4 mL/1 mL) and treated with potassium carbonate (110 mg, 0.796 mmol, 2 eq.) at reflux for 22 hours. The solution was concentrated in vacuo and the aqueous phase was extracted (3x) with dichloromethane. The organic phase was dried over magnesium sulfate, filtered, and concentrated in vacuo... Reactants: CCN(C(C)C)C(C)C (DIPEA), N1CCOCC1 (morpholine), BrC=1C=C(SC1)C(=O)Cl (4-bromo-2-thiophenecarbonyl chloride). Run in C(Cl)Cl (DCM). Yields the product BrC=1C=C(SC1)C(=O)NN1CCOCC1 (4-Bromo-N-(morpholin-4-y)thiophene-2-carboxamide). RXN SMILES: [Br:1][C:2]1[CH:3]=[C:4]([C:7](Cl)=[O:8])[S:5][CH:6]=1.CC[N:12](C(C)C)C(C)C.[NH:19]1[CH2:24][CH2:23][O:22][CH2:21][CH2:20]1>C(Cl)Cl>[Br:1][C:2]1[CH:3]=[C:4]([C:7]([NH:12][N:19]2[CH2:24][CH2:23][O:22][CH2:21][CH2:20]2)=[O:8])[S:5][CH:6]=1. Procedure: To a solution of 4-bromo-2-thiophenecarbonyl chloride (1.0 g, 4.4 mmol) in DCM (10 ml) cooled to 0° C. was added DIPEA (0.85 ml, 4.8 mml) and morpholine (0.4 g, 4.6 mmol) dropwise. Stirring was continued until complete consumption of the starting material was observed by LC-MS. The reaction was quenched by the addition of water, which was washed with further portions of 2N HCl, dried over sodium sulfate, filtered and concentrated in vacuo to yield the desired compound without need for further pu... Starting materials: CN(C)C1CCNC1, CC1Cc2ccc(-c3cc(C(=O)O)n(C)c3)cc2CN1c1cc(N2CCN(C)CC2)nc(N)n1. The product is CC1Cc2ccc(-c3cc(C(=O)N4CCC(N(C)C)C4)n(C)c3)cc2CN1c1cc(N2CCN(C)CC2)nc(N)n1. As a reaction SMILES: [CH3:35][N:36]([CH:37]1[CH2:38][NH:39][CH2:40][CH2:41]1)[CH3:42].[NH2:1][c:2]1[n:3][c:4]([N:28]2[CH2:29][CH2:30][N:31]([CH3:34])[CH2:32][CH2:33]2)[cH:5][c:6]([N:8]2[CH2:9][c:10]3[cH:11][c:12](-[c:19]4[cH:20][c:21]([C:25](=[O:26])[OH:27])[n:22]([CH3:24])[cH:23]4)[cH:13][cH:14][c:15]3[CH2:16][CH:17]2[CH3:18])[n:7]1>>[NH2:1][c:2]1[n:3][c:4]([N:28]2[CH2:29][CH2:30][N:31]([CH3:34])[CH2:32][CH2:33]2)[cH:5][c:6]([N:8]2[CH2:9][c:10]3[cH:11][c:12](-[c:19]4[cH:20][c:21]([C:25](=[O:26])[N:39]5[CH2:38][CH:37]([N:36]([CH3:35])[CH3:42])[CH2:41][CH2:40]5)[n:22]([CH3:24])[cH:23]4)[cH:13][cH:14][c:15]3[CH2:16][CH:17]2[CH3:18])[n:7]1.